From a dataset of the Open Reaction Database (ORD), a public repository of structured organic reaction records. describe an organic reaction: reactants, conditions, products, and yield Starting materials: CCOc1cc(C(C)(C)C)ncc1C1=NC(C)(c2ccc(Cl)cc2)C(C)(c2ccc(Cl)cc2)N1C(=O)Cl, O=C(CN1CCNCC1)NCC1CCCO1. The product is CCOc1cc(C(C)(C)C)ncc1C1=NC(C)(c2ccc(Cl)cc2)C(C)(c2ccc(Cl)cc2)N1C(=O)N1CCN(CC(=O)NCC2CCCO2)CC1. Reaction SMILES: [C:1]([CH3:2])([CH3:3])([CH3:4])[c:5]1[cH:6][c:7]([O:35][CH2:36][CH3:37])[c:8]([C:11]2=[N:15][C:14]([CH3:16])([c:17]3[cH:18][cH:19][c:20]([Cl:23])[cH:21][cH:22]3)[C:13]([CH3:24])([c:25]3[cH:26][cH:27][c:28]([Cl:31])[cH:29][cH:30]3)[N:12]2[C:32](=[O:33])[Cl:34])[cH:9][n:10]1.[N:38]1([CH2:44][C:45](=[O:46])[NH:47][CH2:48][CH:49]2[O:50][CH2:51][CH2:52][CH2:53]2)[CH2:39][CH2:40][NH:41][CH2:42][CH2:43]1>>[C:1]([CH3:2])([CH3:3])([CH3:4])[c:5]1[cH:6][c:7]([O:35][CH2:36][CH3:37])[c:8]([C:11]2=[N:15][C:14]([CH3:16])([c:17]3[cH:18][cH:19][c:20]([Cl:23])[cH:21][cH:22]3)[C:13]([CH3:24])([c:25]3[cH:26][cH:27][c:28]([Cl:31])[cH:29][cH:30]3)[N:12]2[C:32](=[O:33])[N:41]2[CH2:40][CH2:39][N:38]([CH2:44][C:45](=[O:46])[NH:47][CH2:48][CH:49]3[O:50][CH2:51][CH2:52][CH2:53]3)[CH2:43][CH2:42]2)[cH:9][n:10]1. Reactants: O=C1CCC(=O)N1Br, Cc1cnc(-c2ccc[nH]2)s1, C1CCOC1, O. Product: Cc1cnc(-c2ccc(Br)[nH]2)s1. Reaction SMILES: [Br:12][N:13]1[C:14](=[O:15])[CH2:16][CH2:17][C:18]1=[O:19].[CH3:1][c:2]1[cH:3][n:4][c:5](-[c:7]2[nH:8][cH:9][cH:10][cH:11]2)[s:6]1.[O:21]1[CH2:22][CH2:23][CH2:24][CH2:25]1.[OH2:20]>>[CH3:1][c:2]1[cH:3][n:4][c:5](-[c:7]2[nH:8][c:9]([Br:12])[cH:10][cH:11]2)[s:6]1. The solvent is CN(C)C=O (DMF), C1CCOC1 (THF), O (water). Reactants: C12(CC3CC(CC(C1)C3)C2)C=2C=C(C(=O)OC3=CC=C(C(=O)O)C=C3)C=CC2O (4-[3-(1-adamantyl)-4-hydroxybenzoyloxy]benzoic acid), Cl (HCl), [H-].[Na+] (sodium hydride), C(C=C)Br (allyl bromide). The yield is 67.8%. Reaction SMILES: [C:1]12([C:11]3[CH:12]=[C:13]([CH:26]=[CH:27][C:28]=3[OH:29])[C:14]([O:16][C:17]3[CH:25]=[CH:24][C:20]([C:21]([OH:23])=[O:22])=[CH:19][CH:18]=3)=[O:15])[CH2:10][CH:5]3[CH2:6][CH:7]([CH2:9][CH:3]([CH2:4]3)[CH2:2]1)[CH2:8]2.[H-].[Na+].[CH2:32](Br)[CH:33]=[CH2:34].Cl>O.CN(C=O)C.C1COCC1>[C:1]12([C:11]3[CH:12]=[C:13]([CH:26]=[CH:27][C:28]=3[O:29][CH2:34][CH:33]=[CH2:32])[C:14]([O:16][C:17]3[CH:25]=[CH:24][C:20]([C:21]([OH:23])=[O:22])=[CH:19][CH:18]=3)=[O:15])[CH2:8][CH:7]3[CH2:9][CH:3]([CH2:4][CH:5]([CH2:6]3)[CH2:10]1)[CH2:2]2 |f:1.2|. Procedure details: To a solution of 1.17 g (3 mmoles) of 4-[3-(1-adamantyl)-4-hydroxybenzoyloxy]benzoic acid in 100 ml of a 50:50 mixture of THF and DMF, there are added, by small portions, 180 mg (6 mmoles) of sodium hydride (80% in oil). The mixture is stirred at ambient temperature until the cessation of gaseous emission. There are then added 260 μl (3 mmoles) of allyl bromide and the mixture is stirred at ambient temperature for 3 hours. The reaction medium is poured into water, acidified to pH 4 with 1N HCl a... Yields the product C12(CC3CC(CC(C1)C3)C2)C=2C=C(C(=O)OC3=CC=C(C(=O)O)C=C3)C=CC2OCC=C (4-[3-(1-adamantyl)-4-allyloxybenzoyloxy]benzoic acid). Reactants: [Br-], CC(C)(C)OC(=O)c1ccc(Br)cc1Nc1ccc(F)cc1, O=C([O-])[O-], C=CCC1CCCCC1, CCCC[N+](CCCC)(CCCC)CCCC, Cc1ccccc1, [Cs+], [Cs+]. Product: CC(C)(C)OC(=O)c1ccc(C=CCC2CCCCC2)cc1Nc1ccc(F)cc1. As a reaction SMILES: [Br-:38].[Br:1][c:2]1[cH:3][c:4]([NH:15][c:16]2[cH:17][cH:18][c:19]([F:22])[cH:20][cH:21]2)[c:5]([C:6](=[O:7])[O:8][C:9]([CH3:10])([CH3:11])[CH3:12])[cH:13][cH:14]1.[C:32](=[O:33])([O-:34])[O-:35].[CH2:23]([CH:24]=[CH2:25])[CH:26]1[CH2:27][CH2:28][CH2:29][CH2:30][CH2:31]1.[CH3:39][CH2:40][CH2:41][CH2:42][N+:43]([CH2:44][CH2:45][CH2:46][CH3:47])([CH2:48][CH2:49][CH2:50][CH3:51])[CH2:52][CH2:53][CH2:54][CH3:55].[CH3:56][c:57]1[cH:58][cH:59][cH:60][cH:61][cH:62]1.[Cs+:36].[Cs+:37]>>[c:2]1([CH:25]=[CH:24][CH2:23][CH:26]2[CH2:27][CH2:28][CH2:29][CH2:30][CH2:31]2)[cH:3][c:4]([NH:15][c:16]2[cH:17][cH:18][c:19]([F:22])[cH:20][cH:21]2)[c:5]([C:6](=[O:7])[O:8][C:9]([CH3:10])([CH3:11])[CH3:12])[cH:13][cH:14]1. Starting materials: CSC1=C(C=CC=C1)C#N (2-cyanophenyl methyl sulfide), BrBr (bromine). The solvent is ClC1=CC=CC=C1 (chlorobenzene). Run at temperature 100 celsius, time 5 hour. The product is C(#N)C1=C(C=CC=C1)SBr (2-cyanobenzenesulfenyl bromide). Isolated yield 84.5%. Reaction SMILES: C[S:2][C:3]1[CH:8]=[CH:7][CH:6]=[CH:5][C:4]=1[C:9]#[N:10].[Br:11]Br>ClC1C=CC=CC=1>[C:9]([C:4]1[CH:5]=[CH:6][CH:7]=[CH:8][C:3]=1[S:2][Br:11])#[N:10]. Procedure details: 74.5 g (0.500 mol) of 2-cyanophenyl methyl sulfide and 250 g of chlorobenzene were placed in a 500 ml four-neck flask equipped with a stirrer, a thermometer, a dropping funnel and a condenser and 96.0 g (0.600 mol) of bromine was added dropwise thereto at about 100° C. over five hours while stirring. The excess bromine was removed with an aqueous sodium carbonate solution, followed by distillation under reduced pressure to obtain 90.4 g of 2-cyanobenzenesulfenyl bromide. The yield starting from ... Reactants: COC=1C=C2C(=CN(C2=CC1)CC1=CC=CC=C1)CC(=O)NN (5-methoxy-1-(phenylmethyl)-1H-indole-3-acetic acid hydrazide). Reagents/catalysts: [Ni] (Raney nickel). The solvent is CCO (EtOH). The product is COC=1C=C2C(=CN(C2=CC1)CC1=CC=CC=C1)CC(=O)N (5-methoxy-1-(phenylmethyl)-1H-indole-3-acetamide). The yield is 95.6%. Reaction SMILES: [CH3:1][O:2][C:3]1[CH:4]=[C:5]2[C:9](=[CH:10][CH:11]=1)[N:8]([CH2:12][C:13]1[CH:18]=[CH:17][CH:16]=[CH:15][CH:14]=1)[CH:7]=[C:6]2[CH2:19][C:20]([NH:22]N)=[O:21]>[Ni].CCO>[CH3:1][O:2][C:3]1[CH:4]=[C:5]2[C:9](=[CH:10][CH:11]=1)[N:8]([CH2:12][C:13]1[CH:18]=[CH:17][CH:16]=[CH:15][CH:14]=1)[CH:7]=[C:6]2[CH2:19][C:20]([NH2:22])=[O:21]. Procedure: One gram of Raney nickel was added to 790 mg (2.4 mmol) of 5-methoxy-1-(phenylmethyl)-1H-indole-3-acetic acid hydrazide in 120 mL of EtOH and the mixture heated at reflux for 2 hours. After filtering off the catalyst, the filtrate was concentrated at reduced pressure and the residue triturated with ether to give 675 mg (89% yield) of 5-methoxy-1-(phenylmethyl)-1H-indole-3-acetamide, mp, 156-158° C. The reactants are C1CCOC1, [Na+], O=C([O-])O, BrP(Br)Br, OCc1ccccc1-n1nccn1. Yields the product BrCc1ccccc1-n1nccn1. RXN SMILES: [CH2:23]1[O:24][CH2:25][CH2:26][CH2:27]1.[Na+:22].[O-:18][C:19]([OH:20])=[O:21].[P:14]([Br:15])([Br:16])[Br:17].[n:1]1[n:2](-[c:6]2[c:7]([CH2:12][OH:13])[cH:8][cH:9][cH:10][cH:11]2)[n:3][cH:4][cH:5]1>>[n:1]1[n:2](-[c:6]2[c:7]([CH2:12][Br:15])[cH:8][cH:9][cH:10][cH:11]2)[n:3][cH:4][cH:5]1.